From a dataset of the Open Reaction Database (ORD), a public repository of structured organic reaction records. describe an organic reaction: reactants, conditions, products, and yield Reactants: C1(=CC=CC=C1)[C@@H](C)NC1=C(C(=O)OCC)C=CC=N1 (ethyl 2-{[(1R)-1-phenylethyl]amino}nicotinate), C(C)C(CNC1=C(C(=O)OCC)C=CC=N1)CC (ethyl 2-[(2-ethylbutyl)amino]nicotinate). Product: C1(=CC=CC=C1)[C@@H](C)N1C(OC(C2=C1N=CC=C2)=O)=O (1-[(1R)-1-phenylethyl]-2H-pyrido[2,3-d][1,3]oxazine-2,4(1H)-dione). Reaction SMILES: [C:1]1([C@H:7]([NH:9][C:10]2[N:20]=[CH:19][CH:18]=[CH:17][C:11]=2[C:12]([O:14][CH2:15]C)=[O:13])[CH3:8])[CH:6]=[CH:5][CH:4]=[CH:3][CH:2]=1.C(C(CC)CNC1N=CC=CC=1C(OCC)=[O:29])C>>[C:1]1([C@H:7]([N:9]2[C:10]3[N:20]=[CH:19][CH:18]=[CH:17][C:11]=3[C:12](=[O:13])[O:14][C:15]2=[O:29])[CH3:8])[CH:6]=[CH:5][CH:4]=[CH:3][CH:2]=1. Reported procedure: The title compound was prepared according to the procedure of Example 3B substituting the product of Example 57A for the product of Example 3A (0.250 g, 62%). 1H NMR (300 MHz, DMSO-d6) δ 1.86 (d, J=6.99 Hz, 3H), 6.65 (q, J=6.99 Hz, 1H), 7.27 (m, 3H), 7.40 (m, 3H), 8.43 (dd, J=7.72, 1.84 Hz, 1H), 8.73 (dd, J=4.96, 2.02 Hz, 1H).